From a dataset of the Open Reaction Database (ORD), a public repository of structured organic reaction records. describe an organic reaction: reactants, conditions, products, and yield Reactants: [BH3-]C#N, CCN, CO, [Na+], CC(=O)CC1(c2ccccc2)C=CCC=C1. Yields the product CCNC(C)CC1(c2ccccc2)C=CCC=C1. As a reaction SMILES: [C:20]([BH3-:21])#[N:22].[CH3:1][CH2:2][NH2:3].[CH3:24][OH:25].[Na+:23].[c:4]1([C:10]2([CH2:16][C:17]([CH3:18])=[O:19])[CH:11]=[CH:12][CH2:13][CH:14]=[CH:15]2)[cH:5][cH:6][cH:7][cH:8][cH:9]1>>[CH3:1][CH2:2][NH:3][CH:17]([CH2:16][C:10]1([c:4]2[cH:5][cH:6][cH:7][cH:8][cH:9]2)[CH:11]=[CH:12][CH2:13][CH:14]=[CH:15]1)[CH3:18]. Reactants: C1(=CC=CC=C1)C(C1=CC=CC=C1)Br (diphenylmethyl bromide), N1CCNCC1 (piperazine), [I-].[K+] (potassium iodide), C([O-])([O-])=O.[Na+].[Na+] (sodium carbonate). Solvent: C1(=CC=CC=C1)C (toluene). Yields the product C1(=CC=CC=C1)C(N1CCNCC1)C1=CC=CC=C1 (N-(Diphenylmethyl)piperazine). Isolated yield 11.1%. RXN SMILES: [C:1]1([CH:7](Br)[C:8]2[CH:13]=[CH:12][CH:11]=[CH:10][CH:9]=2)[CH:6]=[CH:5][CH:4]=[CH:3][CH:2]=1.[NH:15]1[CH2:20][CH2:19][NH:18][CH2:17][CH2:16]1.[I-].[K+].C(=O)([O-])[O-].[Na+].[Na+]>C1(C)C=CC=CC=1>[C:1]1([CH:7]([C:8]2[CH:13]=[CH:12][CH:11]=[CH:10][CH:9]=2)[N:15]2[CH2:20][CH2:19][NH:18][CH2:17][CH2:16]2)[CH:6]=[CH:5][CH:4]=[CH:3][CH:2]=1 |f:2.3,4.5.6|. Reported procedure: A stirred mixture of diphenylmethyl bromide (40 g, 0.16 mol), piperazine (27.8 g, 0.32 mol), potassium iodide (26.8 g, 0.16 mol) and sodium carbonate (86 g, 0.81 mol) in toluene (400 ml) was heated at reflux for 3.5 hr. The reaction mixture was filtered. The filtrate was evaporated to dryness to give 40 g of crude product. The crude product was purified by chromatography using 10% methanol in chloroform as the eluant. Pooling of the appropriate fractions gave 4.5 g of the title compound, NMR (CD... Reactants: [Li+].[BH4-] (LiBH4), ice, O[C@@H]1C[C@@H](N(C1)C(=O)OC(C)(C)C)C(=O)OC ((1,1-dimethylethyl) 2-methyl(2R,4R)-4-hydroxy-1,2-pyrrolidinedicarboxylate). Run in C1CCOC1 (THF), C1CCOC1 (THF). Conditions: temperature 70 celsius. Yields the product O[C@@H]1C[C@@H](N(C1)C(=O)OC(C)(C)C)CO (1,1-Dimethylethyl(2R,4R)-4-hydroxy-2-(hydroxymethyl)-1-pyrrolidinecarboxylate). The yield is 57.9%. RXN SMILES: [Li+].[BH4-].[OH:3][C@H:4]1[CH2:8][N:7]([C:9]([O:11][C:12]([CH3:15])([CH3:14])[CH3:13])=[O:10])[C@@H:6]([C:16](OC)=[O:17])[CH2:5]1>C1COCC1>[OH:3][C@H:4]1[CH2:8][N:7]([C:9]([O:11][C:12]([CH3:13])([CH3:14])[CH3:15])=[O:10])[C@@H:6]([CH2:16][OH:17])[CH2:5]1 |f:0.1|. Reported procedure: LiBH4 (6.46 mmol as a solution in THF) was added to an ice cooled solution of (1,1-dimethylethyl) 2-methyl(2R,4R)-4-hydroxy-1,2-pyrrolidinedicarboxylate (0.36 g, 1.47 mmol) in THF. The reaction was heated at 70° C. for 48 hours. The reaction was quenched with isopropanol and then saturated NaHCO3. The mixture was diluted with water and extracted twice with ethyl acetate. The organic layers were washed with 1N NaOH, dried over MgSO4 and concentrated to give 0.185 g of the title compound. 1H NMR 4... The reactants are 4-methylbenzylaldehyde, C(C)(C)(C)OC(NC1=NC=CC(=C1)C)=O ((4-methyl-pyridin-2-yl)-carbamic acid tert-butyl ester), C1CCOC1 (THF), [Li]CCCC (n-BuLi), CCCCCC (hexane), [NH4+].[Cl-] (NH4Cl). The solvent is O (water), CCOC(=O)C (EtOAc). Conditions: time 15 minute. Product: C(C)(C)(C)OC(NC1=NC=CC(=C1)CC(C1=CC=C(C=C1)C)O)=O ([4-(2-Hydroxy-2-p-tolyl-ethyl)-pyridin-2-yl]-carbamic acid tert-butyl ester). RXN SMILES: [C:1]([O:5][C:6](=[O:15])[NH:7][C:8]1[CH:13]=[C:12]([CH3:14])[CH:11]=[CH:10][N:9]=1)([CH3:4])([CH3:3])[CH3:2].[Li][CH2:17][CH2:18][CH2:19][CH3:20].CCCCCC.[NH4+].[Cl-].[CH2:29]1[CH2:33][O:32][CH2:31][CH2:30]1>O.CCOC(C)=O>[C:1]([O:5][C:6](=[O:15])[NH:7][C:8]1[CH:13]=[C:12]([CH2:14][CH:31]([OH:32])[C:30]2[CH:29]=[CH:33][C:19]([CH3:20])=[CH:18][CH:17]=2)[CH:11]=[CH:10][N:9]=1)([CH3:4])([CH3:3])[CH3:2] |f:3.4|. Procedure details: The solution of (4-methyl-pyridin-2-yl)-carbamic acid tert-butyl ester (200 mg, 0.96 mmol) in dry THF (10 mL) is cooled to −78° C. The 1.6 M n-BuLi in hexane solution (3.0 mL, 4.8 mmol) is added dropwise at −78° C. Then the cooling bath is removed and the mixture is stirred at room temperature for 15 min. The reaction mixture is cooled down to −78° C. again and 4-methylbenzylaldehyde (231 mg, 1.9 mmol) is added. The mixture is stirred for another 30 min at −78° C. and saturated NH4Cl aquaous sol... Starting materials: O=C([O-])O, CCN1C(=O)C=CC1=O, CC(C)=O, [Cl-], Cl, O=N[O-], Nc1ccc(Cl)c(Cl)c1, [Na+], [Na+], O, O, O. Yields the product CCN1C(=O)C=C(c2ccc(Cl)c(Cl)c2)C1=O. Reaction SMILES: [C:26](=[O:27])([OH:28])[O-:29].[CH3:17][CH2:18][N:19]1[C:20](=[O:21])[CH:22]=[CH:23][C:24]1=[O:25].[CH3:33][C:34](=[O:35])[CH3:36].[Cl-:16].[ClH:31].[N:10]([O-:11])=[O:12].[NH2:1][c:2]1[cH:3][cH:4][c:5]([Cl:6])[c:7]([Cl:8])[cH:9]1.[Na+:13].[Na+:30].[OH2:14].[OH2:15].[OH2:32]>>[c:2]1([C:22]2=[CH:23][C:24](=[O:25])[N:19]([CH2:18][CH3:17])[C:20]2=[O:21])[cH:3][cH:4][c:5]([Cl:6])[c:7]([Cl:8])[cH:9]1.